From a dataset of the Open Reaction Database (ORD), a public repository of structured organic reaction records. describe an organic reaction: reactants, conditions, products, and yield The reactants are N1=CC=CC=C1 (Pyridine), ClCCC(=O)N=C=O (β-chloropropionylisocyanate), Cl.NCCCNC(C(=C)C)=O (N-(3-aminopropyl)methacrylamide hydrochloride). Run in CN(C=O)C (N,N-dimethylformamide). Reaction conditions: time 8 hour. Product: ClCCC(=O)N(C(=O)N)CCCNC(C(=C)C)=O (1-(3-chloropropionyl)-3-methacrylamidopropyl urea). As a reaction SMILES: [N:1]1C=CC=CC=1.[Cl:7][CH2:8][CH2:9][C:10]([N:12]=[C:13]=[O:14])=[O:11].Cl.N[CH2:17][CH2:18][CH2:19][NH:20][C:21](=[O:25])[C:22]([CH3:24])=[CH2:23]>CN(C)C=O>[Cl:7][CH2:8][CH2:9][C:10]([N:12]([CH2:17][CH2:18][CH2:19][NH:20][C:21](=[O:25])[C:22]([CH3:24])=[CH2:23])[C:13]([NH2:1])=[O:14])=[O:11] |f:2.3|. Procedure: Pyridine (7.9 g, 0.1 mole) was added dropwise to a mixture of β-chloropropionylisocyanate (13.3 g, 0.1 mole) and N-(3-aminopropyl)methacrylamide hydrochloride (17.8 g, 0.1 mole) in N,N-dimethylformamide (80 ml) at 0° C. The mixture was left to stir overnight at ambient temperature. This mixture was then poured onto ice, and the product filtered. Recrystallization from absolute ethanol (400 ml) gave 1-(3-chloropropionyl)-3-methacrylamidopropyl urea, mp 131°-2° C. Starting materials: CC(C)(C)[O-], CS(=O)(=O)OC(CCc1ccccc1[N+](=O)[O-])C1CC1, CS(C)=O, [K+], O. Yields the product O=[N+]([O-])c1ccccc1C1CC1C1CC1. Reaction SMILES: [C:21]([O-:22])([CH3:23])([CH3:24])[CH3:25].[CH3:1][S:2]([O:3][CH:6]([CH2:7][CH2:8][c:9]1[c:10]([N+:15](=[O:16])[O-:17])[cH:11][cH:12][cH:13][cH:14]1)[CH:18]1[CH2:19][CH2:20]1)(=[O:4])=[O:5].[CH3:28][S:29](=[O:30])[CH3:31].[K+:26].[OH2:27]>>[CH:6]1([CH:18]2[CH2:19][CH2:20]2)[CH2:7][CH:8]1[c:9]1[c:10]([N+:15](=[O:16])[O-:17])[cH:11][cH:12][cH:13][cH:14]1. Starting materials: diazonium, C1=CC(=CC=C1O)C (p-cresol), N(=O)[O-].[Na+] (sodium nitrite), [N+](=O)([O-])C1=C(N)C=CC=C1 (o-Nitroaniline), Cl (hydrochloric acid). Solvent: [OH-].[Na+] (sodium hydroxide). Conditions: time 1 hour. The product is N=1N(N=C2C1C=CC=C2)C2=C(C=CC(=C2)C)O (o-[2H-benzotriazol-2-yl)-4-methylphenol), ( B ). RXN SMILES: [N+:1]([C:4]1[CH:10]=[CH:9][CH:8]=[CH:7][C:5]=1[NH2:6])([O-])=O.Cl.[N:12]([O-])=O.[Na+].[CH:16]1[C:21]([OH:22])=[CH:20][CH:19]=[C:18]([CH3:23])[CH:17]=1>[OH-].[Na+]>[N:1]1[N:12]([C:16]2[CH:17]=[C:18]([CH3:23])[CH:19]=[CH:20][C:21]=2[OH:22])[N:6]=[C:5]2[CH:7]=[CH:8][CH:9]=[CH:10][C:4]=12 |f:2.3,5.6|. Procedure: o-Nitroaniline (0.5 mole) was diazotized in the usual manner with concentrated hydrochloric acid (200 ml.) and sodium nitrite (0.5 mole). The clear diazonium solution was added slowly to a cold solution (0°-5°) of p-cresol (0.5 mole) in 450 ml of 10% sodium hydroxide. The mixture was stirred for 1 hour and 2-nitro-2'-hydroxy-5'-methylazoaniline (A) was filtered out (60% yield). One-tenth mole of A was dissolved in 100 ml. of 2N NaOH. Zinc dust (30 g.) and sodium hydroxide (50 ml. of a 25% soluti... The reactants are COC(=O)c1ccc(-c2ccc(CCN(Cc3ccccc3)CC(OC3CCCCO3)c3ccccc3)cc2)cc1[N+](=O)[O-], CCO, [Cl-], [Fe], [NH4+], O. Yields the product COC(=O)c1ccc(-c2ccc(CCN(Cc3ccccc3)CC(OC3CCCCO3)c3ccccc3)cc2)cc1N. RXN SMILES: [CH2:1]([c:2]1[cH:3][cH:4][cH:5][cH:6][cH:7]1)[N:8]([CH2:9][CH2:10][c:11]1[cH:12][cH:13][c:14](-[c:17]2[cH:18][c:19]([N+:27]([O-:28])=[O:29])[c:20]([C:23](=[O:24])[O:25][CH3:26])[cH:21][cH:22]2)[cH:15][cH:16]1)[CH2:30][CH:31]([O:32][CH:33]1[O:34][CH2:35][CH2:36][CH2:37][CH2:38]1)[c:39]1[cH:40][cH:41][cH:42][cH:43][cH:44]1.[CH3:47][CH2:48][OH:49].[Cl-:45].[Fe:51].[NH4+:46].[OH2:50]>>[CH2:1]([c:2]1[cH:3][cH:4][cH:5][cH:6][cH:7]1)[N:8]([CH2:9][CH2:10][c:11]1[cH:12][cH:13][c:14](-[c:17]2[cH:18][c:19]([NH2:27])[c:20]([C:23](=[O:24])[O:25][CH3:26])[cH:21][cH:22]2)[cH:15][cH:16]1)[CH2:30][CH:31]([O:32][CH:33]1[O:34][CH2:35][CH2:36][CH2:37][CH2:38]1)[c:39]1[cH:40][cH:41][cH:42][cH:43][cH:44]1. RXN SMILES: CC1(C)S[C@@H]2[C@H:7](NC(C(C(O)=O)C3C=CC=CC=3)=O)[C:8](=[O:9])N2[C@H]1C(O)=O.[CH2:27]1[C@H:32](N)[C@@H:31]([O:34][C@H:35]2O[C@H](CN)[C@@H](O)[C@H](O)[C@H]2O)[C@H:30]([OH:46])[C@@H:29]([O:47][C@H:48]2O[C@H](CO)[C@@H](O)[C@H](N)[C@H]2O)[C@@H:28]1N>>[CH3:7][C:8]([C:27]1[CH:28]=[C:29]([O:47][CH3:48])[C:30]([OH:46])=[C:31]([O:34][CH3:35])[CH:32]=1)=[O:9]. Product: CC(=O)C1=CC(=C(C(=C1)OC)O)OC (acetosyringone). Procedure: After four weeks, the segments were transferred to BS-48 regeneration medium containing 200 mg/L carbenicillin and 25 mg/L kanamycin. Reactants: CC1([C@@H](N2[C@H](S1)[C@@H](C2=O)NC(=O)C(C=3C=CC=CC3)C(=O)O)C(=O)O)C (carbenicillin), C1[C@H]([C@@H]([C@H]([C@@H]([C@H]1N)O[C@@H]2[C@@H]([C@H]([C@@H]([C@H](O2)CN)O)O)O)O)O[C@@H]3[C@@H]([C@H]([C@@H]([C@H](O3)CO)O)N)O)N (kanamycin). Reactants: BrC=1C=C(C2=C(C=C(O2)C(=O)O)C1)F (5-bromo-7-fluoro-1-benzofuran-2-carboxylic acid). The reagents and catalysts are [Cu] (copper). Solvent: N1=CC=CC2=CC=CC=C12 (quinoline). Yields the product BrC=1C=C(C2=C(C=CO2)C1)F (5-bromo-7-fluoro-1-benzofuran). The yield is 102.2%. RXN SMILES: [Br:1][C:2]1[CH:3]=[C:4]([F:14])[C:5]2[O:9][C:8](C(O)=O)=[CH:7][C:6]=2[CH:13]=1>N1C2C(=CC=CC=2)C=CC=1.[Cu]>[Br:1][C:2]1[CH:3]=[C:4]([F:14])[C:5]2[O:9][CH:8]=[CH:7][C:6]=2[CH:13]=1. Procedure details: A solution of 5-bromo-7-fluoro-1-benzofuran-2-carboxylic acid (1.274 mmol) in quinoline (2 mL) was treated with copper dust (0.236 mmol). The reaction was purged with nitrogen, sealed and irradiated in a microwave reactor at 230° C. for 60 min. The solution was diluted with ethyl acetate and was filtered through Celite. The filtrate was concentrated in vacuo, and the residue was purified by flash chromatography (hexanes) to provide the title compound as a clear oil (280 mg, 100% yield). 1H NMR (... The reactants are C(C)(=O)OCC (ethyl acetate), [Si](C1=CC=CC=C1)(C1=CC=CC=C1)(C(C)(C)C)OCC(CN[C@H](C)C1=CC=C(C=C1)C1=NC2=CC=NC(=C2C=C1C1=CC=CC=C1)C=1C=NNC1)(C)C (3-{[tert-butyl(diphenyl)silyl]oxy}-2,2-dimethyl-N-[(1R)-1-{4-[3-phenyl-5-(1H-pyrazol-4-yl)-1,6-naphthyridin-2-yl]phenyl}ethyl]propan-1-amine), [F-].C(CCC)[N+](CCCC)(CCCC)CCCC (tetrabutylammonium fluoride). Solvent: C1CCOC1 (THF), C1CCOC1 (THF). Run at time 15 hour. The product is CC(CO)(CN[C@H](C)C1=CC=C(C=C1)C1=NC2=CC=NC(=C2C=C1C1=CC=CC=C1)C=1C=NNC1)C (2,2-dimethyl-3-{[(1R)-1-{4-[3-phenyl-5-(1H-pyrazol-4-yl)-1,6-naphthyridin-2-yl]phenyl}ethyl]amino}propan-1-ol). RXN SMILES: [Si]([O:18][CH2:19][C:20]([CH3:53])([CH3:52])[CH2:21][NH:22][C@@H:23]([C:25]1[CH:30]=[CH:29][C:28]([C:31]2[C:40]([C:41]3[CH:46]=[CH:45][CH:44]=[CH:43][CH:42]=3)=[CH:39][C:38]3[C:33](=[CH:34][CH:35]=[N:36][C:37]=3[C:47]3[CH:48]=[N:49][NH:50][CH:51]=3)[N:32]=2)=[CH:27][CH:26]=1)[CH3:24])(C(C)(C)C)(C1C=CC=CC=1)C1C=CC=CC=1.[F-].C([N+](CCCC)(CCCC)CCCC)CCC.C(OCC)(=O)C>C1COCC1>[CH3:53][C:20]([CH3:52])([CH2:21][NH:22][C@@H:23]([C:25]1[CH:30]=[CH:29][C:28]([C:31]2[C:40]([C:41]3[CH:42]=[CH:43][CH:44]=[CH:45][CH:46]=3)=[CH:39][C:38]3[C:33](=[CH:34][CH:35]=[N:36][C:37]=3[C:47]3[CH:48]=[N:49][NH:50][CH:51]=3)[N:32]=2)=[CH:27][CH:26]=1)[CH3:24])[CH2:19][OH:18] |f:1.2|. Procedure: To a solution of 3-{[teri-butyl(diphenyl)silyl]oxy}-2,2-dimethyl-N-[(1R)-1-{4-[3-phenyl-5-(1H-pyrazol-4-yl)-1,6-naphthyridin-2-yl]phenyl}ethyl]propan-1-amine (2-5, 0.050 g, 0.070 mmol) in THF (1.0 mL) was added 1M tetrabutylammonium fluoride in THF (0.70 mL, 0.70 mmol) at room temperature and the reaction was stirred at room temperature for 15 hours. The reaction was poured into ethyl acetate, washed with water and brine. The organic layer was dried over sodium sulfate, filtered and concentrated... Reactants: NC1=NC=CC=N1 (2-aminopyrimidine), C(CCC)[N+]#[C-] (n-butylisonitrile), CC1=C(C=O)C=CC=C1 (2-methylbenzaldehyde). The solvent is Cl(=O)(=O)(=O)O (perchloric acid). The product is C(CCC)NC1=C(N=C2N1C=CC=N2)C2=C(C=CC=C2)C (Butyl-(2-o-tolyl-imidazo[1,2-a]pyrimidin-3-yl)-amine). As a reaction SMILES: [NH2:1][C:2]1[N:7]=[CH:6][CH:5]=[CH:4][N:3]=1.[CH2:8]([N+:12]#[C-:13])[CH2:9][CH2:10][CH3:11].[CH3:14][C:15]1[CH:22]=[CH:21][CH:20]=[CH:19][C:16]=1[CH:17]=O>Cl(O)(=O)(=O)=O>[CH2:8]([NH:12][C:13]1[N:3]2[CH:4]=[CH:5][CH:6]=[N:7][C:2]2=[N:1][C:14]=1[C:15]1[CH:22]=[CH:21][CH:20]=[CH:19][C:16]=1[CH3:17])[CH2:9][CH2:10][CH3:11]. Procedure: Compound (14) was prepared in accordance with the general instructions from 1.0 ml 2-aminopyrimidine solution (0.1 M, MC), 0.575 ml n-butylisonitrile solution (0.2 M, MC), 0.500 ml 2-methylbenzaldehyde solution (0.3 M, MC), and 10 μl perchloric acid (w=20%).